From a dataset of the Open Reaction Database (ORD), a public repository of structured organic reaction records. describe an organic reaction: reactants, conditions, products, and yield The reactants are N1(CCC1)C(=O)C1=CC(=C(OC=2C=C(C(=O)NC3=NC=C(N=C3)C)C=C(C2)O[C@@H]2C(N(CC2)C)=O)C=C1)Cl (3-[4-(azetidine-1-carbonyl)-2-chloro-phenoxy]-5-[(3S)-1-methyl-2-oxo-pyrrolidin-3-yl]oxy-N-(5-methylpyrazin-2-yl)benzamide), N1(CCC1)C(=O)C1=CC(=C(OC=2C=C(C(=O)NC3=NC=C(N=C3)C)C=C(C2)O[C@@H]2C(N(CC2)C)=O)C=C1)Cl (3-[4-(azetidine-1-carbonyl)-2-chloro-phenoxy]-5-[(3S)-1-methyl-2-oxo-pyrrolidin-3-yl]oxy-N-(5-methylpyrazin-2-yl)benzamide). The reagents and catalysts are [Pd] (palladium on carbon). The solvent is C1CCOC1 (THF), C(C)O (ethanol). Yields the product N1(CCC1)C(=O)C1=CC=C(OC=2C=C(C(=O)NC3=NC=C(N=C3)C)C=C(C2)O[C@@H]2C(N(CC2)C)=O)C=C1 (3-[4-(Azetidine-1-carbonyl)phenoxy]-5-[(3S)-1-methyl-2-oxo-pyrrolidin-3-yl]oxy-N-(5-methylpyrazin-2-yl)benzamide). Yield: 88.8%. As a reaction SMILES: [N:1]1([C:5]([C:7]2[CH:37]=[CH:36][C:10]([O:11][C:12]3[CH:13]=[C:14]([CH:25]=[C:26]([O:28][C@H:29]4[CH2:33][CH2:32][N:31]([CH3:34])[C:30]4=[O:35])[CH:27]=3)[C:15]([NH:17][C:18]3[CH:23]=[N:22][C:21]([CH3:24])=[CH:20][N:19]=3)=[O:16])=[C:9](Cl)[CH:8]=2)=[O:6])[CH2:4][CH2:3][CH2:2]1>[Pd].C1COCC1.C(O)C>[N:1]1([C:5]([C:7]2[CH:37]=[CH:36][C:10]([O:11][C:12]3[CH:13]=[C:14]([CH:25]=[C:26]([O:28][C@H:29]4[CH2:33][CH2:32][N:31]([CH3:34])[C:30]4=[O:35])[CH:27]=3)[C:15]([NH:17][C:18]3[CH:23]=[N:22][C:21]([CH3:24])=[CH:20][N:19]=3)=[O:16])=[CH:9][CH:8]=2)=[O:6])[CH2:4][CH2:3][CH2:2]1. Procedure: A solution of 3-[4-(azetidine-1-carbonyl)-2-chloro-phenoxy]-5-[(3S)-1-methyl-2-oxo-pyrrolidin-3-yl]oxy-N-(5-methylpyrazin-2-yl)benzamide (Intermediate 22) (120 mg, 0.22 mmol) and 10% palladium on carbon (20 mg, catalytic) in THF (5 mL) and ethanol (5 mL) was stirred under an atmosphere of hydrogen for 16 hours. The palladium on carbon was removed by filtration and the filtrate evaporated under reduced pressure. The residue was dissolved in ethyl acetate (30 mL), washed with water (10 mL), brine ... Reactants: ClC1=NC(=CC=C1C#N)C1=CC=C(C=C1)F (2-chloro-6-(4-fluorophenyl)pyridine-3-carbonitrile), Cl.N1CC(CCC1)NC1=CC=C(C=N1)C#N (6-(Piperidin-3-ylamino)pyridine-3-carbonitrile hydrochloride), C(C)(C)N(C(C)C)CC (N,N-diisopropylethylamine). The solvent is CS(=O)C (DMSO). Reaction conditions: temperature 120 celsius. Product: C(#N)C=1C=CC(=NC1)NC1CN(CCC1)C1=NC(=CC=C1C#N)C1=CC=C(C=C1)F (2-{3-[(5-Cyanopyridin-2-yl)-amino]piperidin-1-yl}-6-(4-fluorophenyl)pyridine-3-carbonitrile). RXN SMILES: Cl[C:2]1[C:7]([C:8]#[N:9])=[CH:6][CH:5]=[C:4]([C:10]2[CH:15]=[CH:14][C:13]([F:16])=[CH:12][CH:11]=2)[N:3]=1.Cl.[NH:18]1[CH2:23][CH2:22][CH2:21][CH:20]([NH:24][C:25]2[N:30]=[CH:29][C:28]([C:31]#[N:32])=[CH:27][CH:26]=2)[CH2:19]1.C(N(CC)C(C)C)(C)C>CS(C)=O>[C:31]([C:28]1[CH:27]=[CH:26][C:25]([NH:24][CH:20]2[CH2:21][CH2:22][CH2:23][N:18]([C:2]3[C:7]([C:8]#[N:9])=[CH:6][CH:5]=[C:4]([C:10]4[CH:15]=[CH:14][C:13]([F:16])=[CH:12][CH:11]=4)[N:3]=3)[CH2:19]2)=[N:30][CH:29]=1)#[N:32] |f:1.2|. Procedure details: 60 mg (0.26 mmol) of 2-chloro-6-(4-fluorophenyl)pyridine-3-carbonitrile, 77 mg (0.31 mmol) of 6-(piperidin-3-ylamino)pyridine-3-carbonitrile hydrochloride (Example 10A) and 0.225 ml (1.29 mmol) of N,N-diisopropylethylamine were initially charged in 2 ml of DMSO. The mixture was heated at 120° C. in a microwave for 30 min. The crude product was purified by means of preparative HPLC (method 13). 99 mg (50% of theory) of the product were obtained in solid form. Reactants: OCCCCCCCCCBr, CN(C)CC(N)CC(=O)OCc1ccccc1, COc1ccc(O)cc1, COc1ccc(OCCCCCCCCCO)cc1, COc1ccc(OCCCCCCCCC(=O)O)cc1, Cl, Cl. The product is COc1ccc(OCCCCCCCCC(=O)NC(CC(=O)OCc2ccccc2)CN(C)C)cc1. RXN SMILES: [Br:10][CH2:11][CH2:12][CH2:13][CH2:14][CH2:15][CH2:16][CH2:17][CH2:18][CH2:19][OH:20].[CH2:62]([c:63]1[cH:64][cH:65][cH:66][cH:67][cH:68]1)[O:69][C:70]([CH2:71][CH:72]([CH2:73][N:74]([CH3:75])[CH3:76])[NH2:77])=[O:78].[CH3:1][O:2][c:3]1[cH:4][cH:5][c:6]([OH:7])[cH:8][cH:9]1.[CH3:21][O:22][c:23]1[cH:24][cH:25][c:26]([O:27][CH2:28][CH2:29][CH2:30][CH2:31][CH2:32][CH2:33][CH2:34][CH2:35][CH2:36][OH:37])[cH:38][cH:39]1.[CH3:40][O:41][c:42]1[cH:43][cH:44][c:45]([O:46][CH2:47][CH2:48][CH2:49][CH2:50][CH2:51][CH2:52][CH2:53][CH2:54][C:55]([OH:56])=[O:57])[cH:58][cH:59]1.[ClH:60].[ClH:61]>>[CH3:21][O:22][c:23]1[cH:24][cH:25][c:26]([O:27][CH2:28][CH2:29][CH2:30][CH2:31][CH2:32][CH2:33][CH2:34][CH2:35][C:36](=[O:37])[NH:77][CH:72]([CH2:71][C:70]([O:69][CH2:62][c:63]2[cH:64][cH:65][cH:66][cH:67][cH:68]2)=[O:78])[CH2:73][N:74]([CH3:75])[CH3:76])[cH:38][cH:39]1. Reactants: [N+](=[N-])=CC(=O)OCC (ethyl diazoacetate), C(C1=CC=CC=C1)OCC=C (allyl benzyl ether), [N+](=[N-])=CC(=O)OCC (ethyl diazoacetate). Solvent: CCOCC (ether). Run at time 16 hour. Yields the product C(C1=CC=CC=C1)OCC1C(C1)C(=O)OCC (Ethyl 2-[(benzyloxy)methyl]cyclopropanecarboxylate). Reaction SMILES: [N+](=[CH:3][C:4]([O:6][CH2:7][CH3:8])=[O:5])=[N-].[CH2:9]([O:16][CH2:17][CH:18]=[CH2:19])[C:10]1[CH:15]=[CH:14][CH:13]=[CH:12][CH:11]=1>CCOCC>[CH2:9]([O:16][CH2:17][CH:18]1[CH2:19][CH:3]1[C:4]([O:6][CH2:7][CH3:8])=[O:5])[C:10]1[CH:15]=[CH:14][CH:13]=[CH:12][CH:11]=1. Procedure: 31.2 g of ethyl diazoacetate are added to a solution of 0.3 mol of allyl benzyl ether in 150 ml of ether with the aid of a push-syringe. After stirring for 16 hours, 31.2 g of ethyl diazoacetate are added again. After 24 hours the mixture is filtered. The organic phase is washed with saturated NaHCO3 solution and then treated in customary manner. Chromatography over silica gel (dichloromethane) allows the expected product to be obtained.